Dataset: the Open Reaction Database (ORD), a public repository of structured organic reaction records. Task: describe an organic reaction: reactants, conditions, products, and yield Starting materials: C(C)OP(OCC)(=O)C(=C)P(OCC)(OCC)=O (Ethenylidenebisphosphonic acid tetraethyl ester), COC1=CC2=C(N=C(S2)NC(CC(C2=CC=CC=C2)=O)=O)C=C1 (N-(6-methoxybenzothiazol -2-yl)-3-oxo-3-phenylpropanamide). The product is C(C)OP(OCC)(=O)C(CCC(C)=O)P(OCC)(OCC)=O ([4-Oxo-pentylidene]bisphosphonic acid tetraethyl ester). RXN SMILES: [CH2:1]([O:3][P:4]([C:9]([P:11](=[O:18])([O:15][CH2:16][CH3:17])[O:12][CH2:13][CH3:14])=[CH2:10])(=[O:8])[O:5][CH2:6][CH3:7])[CH3:2].C[O:20][C:21]1[CH:41]=CC2N=C(NC(=O)CC(=O)C3C=CC=CC=3)SC=2[CH:22]=1>>[CH2:16]([O:15][P:11]([CH:9]([P:4](=[O:8])([O:5][CH2:6][CH3:7])[O:3][CH2:1][CH3:2])[CH2:10][CH2:22][C:21](=[O:20])[CH3:41])(=[O:18])[O:12][CH2:13][CH3:14])[CH3:17]. Procedure: Ethenylidenebisphosphonic acid tetraethyl ester (I) and acetone (II), MS (m/e) 358, 316, 301, 288, 261, 233, 221, 179 and 152; CMR (CDCl3) 207.5, 62.4, 41.4, 34.8, 19.4 and 16 δ. Reactants: NC[C@@H]1[C@H](C[C@@H](O1)N1C(=O)NC(=O)C(C)=C1)O (5'-amino-5'-deoxythymidine), CN=C=O (methyl isocyanate). The solvent is CO.O (methanol water). Conditions: time 1 hour. The product is CNC(NC[C@@H]1[C@H](C[C@@H](O1)N1C(=O)NC(=O)C(C)=C1)O)=O (5'-(3-Methylureido)-5'-deoxythymidine). Yield: 72.1%. As a reaction SMILES: [NH2:1][CH2:2][C@H:3]1[O:7][C@@H:6]([N:8]2[CH:16]=[C:14]([CH3:15])[C:12](=[O:13])[NH:11][C:9]2=[O:10])[CH2:5][C@@H:4]1[OH:17].[CH3:18][N:19]=[C:20]=[O:21]>CO.O>[CH3:18][NH:19][C:20](=[O:21])[NH:1][CH2:2][C@H:3]1[O:7][C@@H:6]([N:8]2[CH:16]=[C:14]([CH3:15])[C:12](=[O:13])[NH:11][C:9]2=[O:10])[CH2:5][C@@H:4]1[OH:17] |f:2.3|. Reported procedure: To a solution of 5'-amino-5'-deoxythymidine (2, 2.40 g, 9.95 mmol) in methanol-water (2.5:1, v/v) at 0° was added methyl isocyanate (0.63 g, 10.95 mmol). The reaction mixture was kept at 0° with stirring for 1 h, allowed to warm up to room temperature, and then clarified by filtration. The filtrate was evaporated to dryness under reduced pressure at a temperature not exceeding 35°, and the residue was then crystallized from methanol at 3° overnight to give 2.14 g (72%) of white fine needles: mp ... Reactants: BrC1=C(C=CC(=C1)C(C=O)C)C1=CC=C(C=C1)F (2-(2-bromo-4'-fluoro-4-biphenylyl)propionaldehyde), [OH-].[K+] (potassium hydroxide), [OH-].[K+] (potassium hydroxide). Reagents/catalysts: [N+](=O)([O-])[O-].[Ag+] (Silver nitrate). Solvent: C(C)O (ethanol), O (water), C(C)O (ethanol), O (water), O (water). Run at time 15 minute. The product is BrC1=C(C=CC(=C1)C(C(=O)O)C)C1=CC=C(C=C1)F (2-(2-bromo-4'-fluoro-4-biphenylyl)propionic acid). As a reaction SMILES: [OH-:1].[K+].[Br:3][C:4]1[CH:9]=[C:8]([CH:10]([CH3:13])[CH:11]=[O:12])[CH:7]=[CH:6][C:5]=1[C:14]1[CH:19]=[CH:18][C:17]([F:20])=[CH:16][CH:15]=1>O.C(O)C.[N+]([O-])([O-])=O.[Ag+]>[Br:3][C:4]1[CH:9]=[C:8]([CH:10]([CH3:13])[C:11]([OH:1])=[O:12])[CH:7]=[CH:6][C:5]=1[C:14]1[CH:15]=[CH:16][C:17]([F:20])=[CH:18][CH:19]=1 |f:0.1,5.6|. Procedure details: Silver nitrate (6.8 g.) in water (8 ml.) was stirred and treated dropwise with a mixture of 13.2 N potassium hydroxide (3.04 ml.) and water (7.3 ml.). The resulting slurry was diluted with ethanol (9 ml.) and a solution of 2-(2-bromo-4'-fluoro-4-biphenylyl)propionaldehyde (5.9 g.) in ethanol (17 ml.) was added slowly. After stirring for 15 minutes, a mixture of 13.2 N potassium hydroxide (1.8 ml.) and water (1.8 ml.) was added over 1 hour, the temperature being maintained at 43°-45°C. The reacti... Starting materials: NCCCN1N=CC2=CC=CC=C12 (N-(3-aminopropyl)indazole), N1C(C2=C3C(C=CC=C13)=CC=C2)=S (benz(cd)indole-2-thione), C(C)O (ethanol), [OH-].[Na+] (sodium hydroxide), mercuric acetate. The product is C(=O)O.N1(N=CC2=CC=CC=C12)CCCNC1=NC2=CC=CC=3C2=C1C=CC3 (N-(3-(1H-indazol-1-yl)propyl)benz(cd) indol-2-amine formate). As a reaction SMILES: [NH2:1][CH2:2][CH2:3][CH2:4][N:5]1[C:13]2[C:8](=[CH:9][CH:10]=[CH:11][CH:12]=2)[CH:7]=[N:6]1.[NH:14]1[C:22]2[C:17]3[C:18](=[CH:23][CH:24]=[CH:25][C:16]=3[C:15]1=S)[CH:19]=[CH:20][CH:21]=2.[OH-:27].[Na+].[CH2:29]([OH:31])C>>[CH:29]([OH:31])=[O:27].[N:5]1([CH2:4][CH2:3][CH2:2][NH:1][C:15]2[C:16]3[CH:25]=[CH:24][CH:23]=[C:18]4[C:17]=3[C:22](=[CH:21][CH:20]=[CH:19]4)[N:14]=2)[C:13]2[C:8](=[CH:9][CH:10]=[CH:11][CH:12]=2)[CH:7]=[N:6]1 |f:2.3,5.6|. Procedure details: A solution of 5.4 grams of N-(3-aminopropyl)indazole in 400 ml of ethanol was treated with 6.0 grams of benz(cd)indole-2-thione and then 11.0 grams of mercuric acetate. The mixture was then stirred under reflux for 8 hours. The black slurry was cooled to room temperature and treated with 7.5 ml of 10N sodium hydroxide. The reaction was filtered through a bed of celite, and the filtrate then concentrated to dryness in vacuo. The residue was partitioned between 250 ml of dichloromethane and 150 ml... Solvent: O (water), C(C)#N (acetonitrile), C(C)OCC (ethyl ether). RXN SMILES: Cl[CH2:2][CH2:3][CH2:4][O:5][C:6]1[CH:15]=[C:14]2[C:9]([C:10](=[O:18])[CH:11]=[C:12]([CH2:16][OH:17])[O:13]2)=[CH:8][CH:7]=1.Cl.[F:20][C:21]1[CH:35]=[CH:34][C:24]2[C:25]([CH:28]3[CH2:33][CH2:32][NH:31][CH2:30][CH2:29]3)=[N:26][O:27][C:23]=2[CH:22]=1.C(=O)(O)[O-].[Na+].[I-].[K+]>C(#N)C.C(OCC)C.O>[F:20][C:21]1[CH:35]=[CH:34][C:24]2[C:25]([CH:28]3[CH2:29][CH2:30][N:31]([CH2:2][CH2:3][CH2:4][O:5][C:6]4[CH:15]=[C:14]5[C:9]([C:10](=[O:18])[CH:11]=[C:12]([CH2:16][OH:17])[O:13]5)=[CH:8][CH:7]=4)[CH2:32][CH2:33]3)=[N:26][O:27][C:23]=2[CH:22]=1 |f:1.2,3.4,5.6|. Procedure details: A mixture of 3 g (11 mmoles) of the compound obtained in Example 5, 2.88 g (11 mmoles) of 6-fluoro-3-(4-piperidinyl)-benzo[d]isoxazole hydrochloride, 2.16 g (26 mmoles) of sodium bicarbonate and a catalytic amount of potassium iodide in 80 mL of acetonitrile was heated at reflux for 48 hours. The mixture was then allowed to cool, poured onto 100 mL of water and extracted with 100 mL of chloroform. The chloroform extract was washed with water, dried over sodium sulphate and evaporated. The residu... The yield is 40.2%. The reactants are ClCCCOC1=CC=C2C(C=C(OC2=C1)CO)=O (7-(3-chloropropoxy)-2-(hydroxymethyl)-chromen-4-one), Cl.FC1=CC2=C(C(=NO2)C2CCNCC2)C=C1 (6-fluoro-3-(4-piperidinyl)-benzo[d]isoxazole hydrochloride), C([O-])(O)=O.[Na+] (sodium bicarbonate), [I-].[K+] (potassium iodide). Product: FC1=CC2=C(C(=NO2)C2CCN(CC2)CCCOC2=CC=C3C(C=C(OC3=C2)CO)=O)C=C1 (7-[3-[4-(6-fluorobenzo[d]isoxazole-3-yl)piperidin-1-yl]propoxy]-2-(hydroxymethyl)-chromen-4-one).